Dataset: the Open Reaction Database (ORD), a public repository of structured organic reaction records. Task: describe an organic reaction: reactants, conditions, products, and yield Reactants: O (water), NC1(CCC1)C1=CC=C(C=C1)C=1N=C2N(C=CC(=C2)O)C1C1=CC=CC=C1 (2-[4-(1-amino-cyclobutyl)-phenyl]-3-phenyl-imidazo[1,2-a]pyridin-7-ol), BrCC(=O)OC (methyl bromoacetate), C(=O)([O-])[O-].[Cs+].[Cs+] (Cs2CO3). Solvent: CN(C)C=O (DMF). Conditions: time 8 minute. Product: COC(COC1=CC=2N(C=C1)C(=C(N2)C2=CC=C(C=C2)C2(CCC2)N)C2=CC=CC=C2)=O ({2-[4-(1-amino-cyclobutyl)-phenyl]-3-phenyl-imidazo[1,2-a]pyridin-7-yloxy}-acetic acid methyl ester). Isolated yield 34.5%. As a reaction SMILES: [NH2:1][C:2]1([C:6]2[CH:11]=[CH:10][C:9]([C:12]3[N:13]=[C:14]4[CH:19]=[C:18]([OH:20])[CH:17]=[CH:16][N:15]4[C:21]=3[C:22]3[CH:27]=[CH:26][CH:25]=[CH:24][CH:23]=3)=[CH:8][CH:7]=2)[CH2:5][CH2:4][CH2:3]1.Br[CH2:29][C:30]([O:32][CH3:33])=[O:31].C([O-])([O-])=O.[Cs+].[Cs+].O>CN(C=O)C>[CH3:33][O:32][C:30](=[O:31])[CH2:29][O:20][C:18]1[CH:17]=[CH:16][N:15]2[C:21]([C:22]3[CH:27]=[CH:26][CH:25]=[CH:24][CH:23]=3)=[C:12]([C:9]3[CH:8]=[CH:7][C:6]([C:2]4([NH2:1])[CH2:3][CH2:4][CH2:5]4)=[CH:11][CH:10]=3)[N:13]=[C:14]2[CH:19]=1 |f:2.3.4|. Reported procedure: To a solution of 2-[4-(1-amino-cyclobutyl)-phenyl]-3-phenyl-imidazo[1,2-a]pyridin-7-ol (75 mg, 0.21 mmol), methyl bromoacetate (0.02 mL, 0.21 mmol, 1.0 equiv) and Cs2CO3 (138 mg, 0.422 mmol, 2 equiv) in DMF (2.5 mL) was stirred at room temperature for 12 h. The resulting mixture added to water (10 mL). The resulting mixture was extracted with EtOAc (3×10 mL). The combined organic phases were dried (Na2SO4 anh), and concentrated under reduced pressure. The remaining material was purified using MP... The reactants are O (Water), C(C)(=O)OCC (ethyl acetate), TEA, C1(=CC=CC=C1)S(=O)(=O)Cl (benzenesulfonyl chloride), COC=1C=C(C=CC1N1C=NC(=C1)C)/C=C/C1=NN2C(C(CCC2)C2CCNCC2)=N1 (racemic 2-{(E)-2-[3-methoxy-4-(4-methyl-1H-imidazol-1-yl)phenyl]vinyl}-8-(piperidin-4-yl)-5,6,7,8-tetrahydro[1,2,4]triazolo[1,5-a]pyridine), 119. The solvent is C(Cl)Cl (methylene chloride). Reaction conditions: time 40 minute. Product: C1(=CC=CC=C1)S(=O)(=O)N1CCC(CC1)C1C=2N(CCC1)N=C(N2)\C=C\C2=CC(=C(C=C2)N2C=NC(=C2)C)OC (racemic 8-(1-benzenesulfonylpiperidin-4-yl)-2-{(E)-2-[3-methoxy-4-(4-methyl-1H-imidazol-1-yl)phenyl]vinyl}-5,6,7,8-tetrahydro[1,2,4]triazolo[1,5-a]pyridine). RXN SMILES: [C:1]1([S:7](Cl)(=[O:9])=[O:8])[CH:6]=[CH:5][CH:4]=[CH:3][CH:2]=1.[CH3:11][O:12][C:13]1[CH:14]=[C:15](/[CH:25]=[CH:26]/[C:27]2[N:41]=[C:30]3[CH:31]([CH:35]4[CH2:40][CH2:39][NH:38][CH2:37][CH2:36]4)[CH2:32][CH2:33][CH2:34][N:29]3[N:28]=2)[CH:16]=[CH:17][C:18]=1[N:19]1[CH:23]=[C:22]([CH3:24])[N:21]=[CH:20]1.O.C(OCC)(=O)C>C(Cl)Cl>[C:1]1([S:7]([N:38]2[CH2:39][CH2:40][CH:35]([CH:31]3[CH2:32][CH2:33][CH2:34][N:29]4[N:28]=[C:27](/[CH:26]=[CH:25]/[C:15]5[CH:16]=[CH:17][C:18]([N:19]6[CH:23]=[C:22]([CH3:24])[N:21]=[CH:20]6)=[C:13]([O:12][CH3:11])[CH:14]=5)[N:41]=[C:30]34)[CH2:36][CH2:37]2)(=[O:9])=[O:8])[CH:6]=[CH:5][CH:4]=[CH:3][CH:2]=1. Procedure details: TEA (20 μl) and benzenesulfonyl chloride (8 μl) were added to a solution of racemic 2-{(E)-2-[3-methoxy-4-(4-methyl-1H-imidazol-1-yl)phenyl]vinyl}-8-(piperidin-4-yl)-5,6,7,8-tetrahydro[1,2,4]triazolo[1,5-a]pyridine obtained in Examples 118 and 119 (20 mg) in methylene chloride (1 ml), and the reaction solution was stirred at room temperature for 40 minutes. Water and ethyl acetate were added to the reaction solution, and the organic layer was separated. The organic layer was sequentially washed ... Reactants: BrC1=CC=C(S1)S(=O)(=O)NCCO (5-bromo-N-(2-hydroxyethyl)thiophene-2-sulfonamide), N1C=NC=C1 (imidazole), C(C)(C)(C)[Si](C)(C)Cl (tert-butylchlorodimethylsilane). The solvent is C(Cl)Cl (CH2Cl2). Reaction conditions: temperature 0 celsius, time 5 minute. Yields the product BrC1=CC=C(S1)S(=O)(=O)NCCO[Si](C)(C)C(C)(C)C (5-bromo-N-(2-(tert-butyldimethyl silyloxy)ethyl) thiophene-2-sulfonamide). Isolated yield 33.0%. Reaction SMILES: [Br:1][C:2]1[S:6][C:5]([S:7]([NH:10][CH2:11][CH2:12][OH:13])(=[O:9])=[O:8])=[CH:4][CH:3]=1.N1C=CN=C1.[C:19]([Si:23](Cl)([CH3:25])[CH3:24])([CH3:22])([CH3:21])[CH3:20]>C(Cl)Cl>[Br:1][C:2]1[S:6][C:5]([S:7]([NH:10][CH2:11][CH2:12][O:13][Si:23]([C:19]([CH3:22])([CH3:21])[CH3:20])([CH3:25])[CH3:24])(=[O:9])=[O:8])=[CH:4][CH:3]=1. Procedure: To a solution of 5-bromo-N-(2-hydroxyethyl)thiophene-2-sulfonamide (1.3 g, 4.54 mmol) in dry CH2Cl2 (40 mL) was added imidazole (0.371 g, 5.45 mmol, 1.2 eq). The reaction mixture was stirred at 0° C. for 5 min and tert-butylchlorodimethylsilane (0.82 g, 5.45 mmol, 1.2 eq) was added in one portion. The solution was stirred at 0° C. for another 1 h and allowed to warm to room temperature within 2 h. The reaction mixture was evaporated under reduced pressure and the resulting residue was dissolved ... The reactants are CN (methylamine), CNCC1C(C2C(C(C1)C2)(C)C)C ((+)-3-methylaminomethylpinane), Cl (hydrogen chloride). Product: Cl.CNCC1C(C2C(C(C1)C2)(C)C)C ((+)-3-methylaminomethylpinane hydrochloride). RXN SMILES: CN.[CH3:3][NH:4][CH2:5][CH:6]1[CH2:11][CH:10]2[CH2:12][CH:8]([C:9]2([CH3:14])[CH3:13])[CH:7]1[CH3:15].[ClH:16]>>[ClH:16].[CH3:3][NH:4][CH2:5][CH:6]1[CH2:11][CH:10]2[CH2:12][CH:8]([C:9]2([CH3:14])[CH3:13])[CH:7]1[CH3:15] |f:3.4|. Reported procedure: The procedure of Example 7 is followed, using methylamine instead of ammonia. The (+)-3-methylaminomethylpinane boils at from 118° to 120° C/18 mm Hg. (+)-3-Methylaminomethylpinane hydrochloride of optical rotation [α]D23 = + 30.8° is prepared by treatment with hydrogen chloride, analogously to Example 7. The (+)-3-methylaminomethylpinane hydrochloride obtained after two recrystallizations from a mixture of ethyl acetate and methanol has an optical rotation of [α]D23 = + 44.0° and melts at 240° ... Starting materials: FC1=C(C=CC(=C1)F)C(=O)C1=CC=C(C=C1)OC ((2,4-difluoro-phenyl)-(4-methoxy-phenyl)-methanone), Cl.NO (hydroxylamine hydrochloride), N1=CC=CC=C1 (pyridine). Run at temperature 100 celsius. The product is FC1=C(C=CC(=C1)F)C(=NO)C1=CC=C(C=C1)OC ((2,4-difluoro-phenyl)-(4-methoxy-phenyl)-methanone oxime). Yield: 99.0%. As a reaction SMILES: [F:1][C:2]1[CH:7]=[C:6]([F:8])[CH:5]=[CH:4][C:3]=1[C:9]([C:11]1[CH:16]=[CH:15][C:14]([O:17][CH3:18])=[CH:13][CH:12]=1)=O.Cl.[NH2:20][OH:21].N1C=CC=CC=1>>[F:1][C:2]1[CH:7]=[C:6]([F:8])[CH:5]=[CH:4][C:3]=1[C:9]([C:11]1[CH:16]=[CH:15][C:14]([O:17][CH3:18])=[CH:13][CH:12]=1)=[N:20][OH:21] |f:1.2|. Procedure: Mix (2,4-difluoro-phenyl)-(4-methoxy-phenyl)-methanone (257 g, 1.04 mol), hydroxylamine hydrochloride (143.9 g, 2.07 mol) and pyridine (1.29 L, 15.89 mol), under a nitrogen atmosphere and heat (100° C.). Cool reaction mixture to room temperature and concentrate to an oily residue. Partition residue between ethyl acetate (2700 mL) and water (1600 mL). Wash organic layer with 1 N HCl solution (2×800 mL), water (2×1 L), saturated sodium chloride (1 L), dry (MgSO4) and concentrate to give the title ... Reactants: CS(=O)(=O)c1cc(F)c2c(c1)OC(CBr)OC2, NCCCF. Reaction SMILES: [Br:1][CH2:2][CH:3]1[O:4][CH2:5][c:6]2[c:7]([cH:9][c:10]([S:14](=[O:15])(=[O:16])[CH3:17])[cH:11][c:12]2[F:13])[O:8]1.[F:18][CH2:19][CH2:20][CH2:21][NH2:22]>>[CH2:2]([CH:3]1[O:4][CH2:5][c:6]2[c:7]([cH:9][c:10]([S:14](=[O:15])(=[O:16])[CH3:17])[cH:11][c:12]2[F:13])[O:8]1)[NH:22][CH2:21][CH2:20][CH2:19][F:18]. Yields the product CS(=O)(=O)c1cc(F)c2c(c1)OC(CNCCCF)OC2. Reactants: NC1=C(C=C(C=C1)O)[N+](=O)[O-] (4-amino-3-nitrophenol), C[Si](C)(C)[N-][Si](C)(C)C.[K+] (potassium bis(trimethylsilyl)amide), CN(C(=O)C1=NC=CC(=C1)Cl)C (4-Chloro-pyridine-2-carboxylic acid dimethylamide), C([O-])([O-])=O.[K+].[K+] (potassium carbonate). Solvent: CN(C=O)C (dimethylformamide). Run at temperature 90 celsius, time 3 day. Product: CN(C(=O)C1=NC=CC(=C1)OC1=CC(=C(C=C1)N)[N+](=O)[O-])C (4-(4-Amino-3-nitro-phenoxy)-pyridine-2-carboxylic acid dimethylamide). RXN SMILES: [NH2:1][C:2]1[CH:7]=[CH:6][C:5]([OH:8])=[CH:4][C:3]=1[N+:9]([O-:11])=[O:10].C[Si]([N-][Si](C)(C)C)(C)C.[K+].[CH3:22][N:23]([CH3:33])[C:24]([C:26]1[CH:31]=[C:30](Cl)[CH:29]=[CH:28][N:27]=1)=[O:25].C(=O)([O-])[O-].[K+].[K+]>CN(C)C=O>[CH3:22][N:23]([CH3:33])[C:24]([C:26]1[CH:31]=[C:30]([O:8][C:5]2[CH:6]=[CH:7][C:2]([NH2:1])=[C:3]([N+:9]([O-:11])=[O:10])[CH:4]=2)[CH:29]=[CH:28][N:27]=1)=[O:25] |f:1.2,4.5.6|. Procedure: A mixture containing 4-amino-3-nitrophenol (1 eq) and potassium bis(trimethylsilyl)amide (2 eq) was stirred in dimethylformamide for 2 hours at room temperature. To this mixture was added 4-Chloro-pyridine-2-carboxylic acid dimethylamide (1 eq) and potassium carbonate (1.2 eq) and then it was stirred at 90° C. for 3 days. The reaction mixture was then concentrated before partitioning between ethyl acetate and water. The organic layer was separated, washed with brine, dried, filtered and concentr... Starting materials: CC(=O)O, O, CSC1=Nc2cc(O)ccc2Nc2cscc21, c1ccc(N2CCNCC2)cc1. The product is Oc1ccc2c(c1)N=C(N1CCN(c3ccccc3)CC1)c1cscc1N2. RXN SMILES: [CH3:31][C:32](=[O:33])[OH:34].[OH2:18].[OH:1][c:2]1[cH:3][cH:4][c:5]2[c:6]([cH:17]1)[N:7]=[C:8]([S:15][CH3:16])[c:9]1[c:10]([cH:12][s:13][cH:14]1)[NH:11]2.[c:19]1([N:25]2[CH2:26][CH2:27][NH:28][CH2:29][CH2:30]2)[cH:20][cH:21][cH:22][cH:23][cH:24]1>>[OH:1][c:2]1[cH:3][cH:4][c:5]2[c:6]([cH:17]1)[N:7]=[C:8]([N:28]1[CH2:27][CH2:26][N:25]([c:19]3[cH:20][cH:21][cH:22][cH:23][cH:24]3)[CH2:30][CH2:29]1)[c:9]1[c:10]([cH:12][s:13][cH:14]1)[NH:11]2.